From a dataset of the Open Reaction Database (ORD), a public repository of structured organic reaction records. describe an organic reaction: reactants, conditions, products, and yield Reactants: ClC1=C(C=2N(C=C1)C(=CN2)C2=CC=CC=C2)C#N (7-Chloro-3-phenyl-imidazo[1,2-a]pyridine-8-carbonitrile), C(=O)([O-])[O-].[K+].[K+] (K2CO3), C1(=CC=CC=C1)C(N1CCCCC1)[B-](F)(F)F.[K+] (Potassium (phenylpiperidylmethyl)trifluoroborate). Reagents/catalysts: C=1C=CC(=CC1)[P](C=2C=CC=CC2)(C=3C=CC=CC3)[Pd]([P](C=4C=CC=CC4)(C=5C=CC=CC5)C=6C=CC=CC6)([P](C=7C=CC=CC7)(C=8C=CC=CC8)C=9C=CC=CC9)[P](C=1C=CC=CC1)(C=1C=CC=CC1)C=1C=CC=CC1 (Pd(PPh3)4). The solvent is O1CCOCC1 (1,4-dioxane), CN(C)C=O (DMF). Conditions: temperature 150 celsius. Yields the product C1(=CC=CC=C1)C1=CN=C2N1C=CC(=C2C#N)CN2CCC(CC2)C2=CC=CC=C2 (3-Phenyl-7-(4-phenyl-piperidin-1-ylmethyl)-imidazo[1,2-a]pyridine-8-carbonitrile). Yield: 61.9%. Reaction SMILES: Cl[C:2]1[CH:7]=[CH:6][N:5]2[C:8]([C:11]3[CH:16]=[CH:15][CH:14]=[CH:13][CH:12]=3)=[CH:9][N:10]=[C:4]2[C:3]=1[C:17]#[N:18].C([O-])([O-])=O.[K+].[K+].C1([CH:31]([B-](F)(F)F)[N:32]2[CH2:37][CH2:36][CH2:35][CH2:34][CH2:33]2)C=CC=CC=1.[K+]>O1CCOCC1.CN(C=O)C.C1C=CC([P]([Pd]([P](C2C=CC=CC=2)(C2C=CC=CC=2)C2C=CC=CC=2)([P](C2C=CC=CC=2)(C2C=CC=CC=2)C2C=CC=CC=2)[P](C2C=CC=CC=2)(C2C=CC=CC=2)C2C=CC=CC=2)(C2C=CC=CC=2)C2C=CC=CC=2)=CC=1>[C:11]1([C:8]2[N:5]3[CH:6]=[CH:7][C:2]([CH2:31][N:32]4[CH2:33][CH2:34][CH:35]([C:11]5[CH:16]=[CH:15][CH:14]=[CH:13][CH:12]=5)[CH2:36][CH2:37]4)=[C:3]([C:17]#[N:18])[C:4]3=[N:10][CH:9]=2)[CH:16]=[CH:15][CH:14]=[CH:13][CH:12]=1 |f:1.2.3,4.5,^1:57,59,78,97|. Procedure details: To a mixture of compound D6 (0.15 g, 0.593 mmol) and K2CO3 (0.35 g, 2.55 mmol) in 1,4-dioxane (4 ml) and DMF (1.5 ml) was added compound D7 (0.237 g, 0.85 mmol). The resulting mixture was degassed using a stream of nitrogen and to this was added Pd(PPh3)4 (0.098 g, 0.085 mmol). The reaction mixture was then subjected to microwave heating in a sealed tube at 150° C. for 10 min. The reaction mixture was cooled to room temperature and filtered through a pad of diatomaceous earth. The filtrate was c... Reactants: [Cl-].[Al+3].[Cl-].[Cl-] (aluminum chloride), [H-].[Al+3].[Li+].[H-].[H-].[H-] (lithium aluminum hydride), O1CCOC12CC(CCC2)C(=O)N2CCN(CC2)C2=NC=CC=C2 (1-(1,4-Dioxaspiro[4.5]dec-7-ylcarbonyl)-4-(2-pyridinyl)piperazine). Yields the product O1CCOC12CC(CCC2)CN2CCN(CC2)C2=NC=CC=C2 (1-(1,4-Dioxaspiro[4.5]dec-7-ylmethyl)-4-(2-pyridinyl)piperazine). Isolated yield 92.6%. Reaction SMILES: [Cl-].[Al+3].[Cl-].[Cl-].[H-].[Al+3].[Li+].[H-].[H-].[H-].[O:11]1[C:15]2([CH2:20][CH2:19][CH2:18][CH:17]([C:21]([N:23]3[CH2:28][CH2:27][N:26]([C:29]4[CH:34]=[CH:33][CH:32]=[CH:31][N:30]=4)[CH2:25][CH2:24]3)=O)[CH2:16]2)[O:14][CH2:13][CH2:12]1>>[O:11]1[C:15]2([CH2:20][CH2:19][CH2:18][CH:17]([CH2:21][N:23]3[CH2:28][CH2:27][N:26]([C:29]4[CH:34]=[CH:33][CH:32]=[CH:31][N:30]=4)[CH2:25][CH2:24]3)[CH2:16]2)[O:14][CH2:13][CH2:12]1 |f:0.1.2.3,4.5.6.7.8.9|. Reported procedure: From aluminum chloride (5.39 g), lithium aluminum hydride (4.61 g) and 1-(1,4-dioxaspiro[4.5]dec-7-ylcarbonyl)-4-(2-pyridinyl)piperazine (40.22 g) (Step A) using the procedure of Example A, Step C is obtained 35.66 g of the title compound as an oil. The reactants are C(\C=C\C1=CC=CC=C1)Br ((E)-cinnamyl bromide), C(C)C1(OC(OC1)(C)C)C1=CC(=CC(=C1)F)O (4-ethyl-4-(5-fluoro-3-hydroxyphenyl)-2,2-dimethyl-1,3-dioxolane). The product is C(\C=C\C1=CC=CC=C1)OC=1C=C(C=C(C1)F)C1(OC(OC1)(C)C)CC (4-[3-((E)-cinnamyloxy)-5-fluorophenyl]-4-ethyl-2,2-dimethyl-1,3-dioxolane). The yield is 2.0%. Reaction SMILES: [CH2:1](Br)/[CH:2]=[CH:3]/[C:4]1[CH:9]=[CH:8][CH:7]=[CH:6][CH:5]=1.[CH2:11]([C:13]1([C:20]2[CH:25]=[C:24]([F:26])[CH:23]=[C:22]([OH:27])[CH:21]=2)[CH2:17][O:16][C:15]([CH3:19])([CH3:18])[O:14]1)[CH3:12]>>[CH2:1]([O:27][C:22]1[CH:21]=[C:20]([C:13]2([CH2:11][CH3:12])[CH2:17][O:16][C:15]([CH3:18])([CH3:19])[O:14]2)[CH:25]=[C:24]([F:26])[CH:23]=1)/[CH:2]=[CH:3]/[C:4]1[CH:9]=[CH:8][CH:7]=[CH:6][CH:5]=1. Procedure: Using the procedure described in Example 6, (E)-cinnamyl bromide was reacted with 4-ethyl-4-(5-fluoro-3-hydroxyphenyl)-2,2-dimethyl-1,3-dioxolane to give 4-[3-((E)-cinnamyloxy)-5-fluorophenyl]-4-ethyl-2,2-dimethyl-1,3-dioxolane in 2% yield, as an oil. Starting materials: BrC=1C=C(C(=O)OC)C=CC1O (methyl 3-bromo-4-hydroxybenzoate), C1(CC1)CBr (cyclopropylmethylbromide), BrC=1C=C(C(=O)OC)C=C(C1)OC(C)C (methyl 3-bromo-5-isopropoxybenzoate). Yields the product BrC=1C=C(C(=O)OC)C=CC1OCC1CC1 (Methyl 3-bromo-4-(cyclopropylmethoxy)benzoate). RXN SMILES: [Br:1][C:2]1[CH:3]=[C:4]([CH:9]=[CH:10][C:11]=1[OH:12])[C:5]([O:7][CH3:8])=[O:6].[CH:13]1([CH2:16]Br)[CH2:15][CH2:14]1.BrC1C=C(C=C(OC(C)C)C=1)C(OC)=O>>[Br:1][C:2]1[CH:3]=[C:4]([CH:9]=[CH:10][C:11]=1[O:12][CH2:16][CH:13]1[CH2:15][CH2:14]1)[C:5]([O:7][CH3:8])=[O:6]. Procedure: Prepared from methyl 3-bromo-4-hydroxybenzoate and cyclopropylmethylbromide according to the procedure for methyl 3-bromo-5-isopropoxybenzoate. LCMS-ESI (m/z) calculated for C12H13BrO3: 285.1; no m/z observed, tR=3.96 min. 1H NMR (400 MHz, CDCl3) δ 8.22 (t, J=2.8 Hz, 1H), 8.02-7.88 (m, 1H), 6.91-6.81 (m, 1H), 4.02-3.91 (m, 2H), 3.88 (d, J=5.5 Hz, 3H), 1.41-1.26 (m, 1H), 0.76-0.59 (m, 2H), 0.52-0.31 (m, 2H). Reactants: N#Cc1ccncc1, C[O-], CC(C)=O, CO, CO, [Cl-], [NH4+], [Na+]. Yields the product N=C(N)c1ccncc1, Cl. RXN SMILES: [C:1](#[N:2])[c:3]1[cH:4][cH:5][n:6][cH:7][cH:8]1.[CH3:11][O-:12].[CH3:16][C:17](=[O:18])[CH3:19].[CH3:20][OH:21].[CH3:9][OH:10].[Cl-:14].[NH4+:15].[Na+:13]>>[C:1]([NH2:2])([c:3]1[cH:4][cH:5][n:6][cH:7][cH:8]1)=[NH:15].[ClH:14]. Reactants: ClC1=CC=C(C=C1)C(C#C)(CC(F)(F)F)N1N=CC2=C(C=CC=C12)NC(OC(C)(C)C)=O (tert-butyl 1-(3-(4-chlorophenyl)-5,5,5-trifluoropent-1-yn-3-yl)-1H-indazol-4-ylcarbamate). Reagents/catalysts: O=[Pt]=O (PtO2). The solvent is C(C)O (ethanol). Yields the product ClC1=CC=C(C=C1)C(CC(F)(F)F)(CC)N1N=CC2=C(C=CC=C12)NC(OC(C)(C)C)=O (tert-butyl 1-(3-(4-chlorophenyl)-1,1,1-trifluoropentan-3-yl)-1H-indazol-4-ylcarbamate). Reaction SMILES: [Cl:1][C:2]1[CH:7]=[CH:6][C:5]([C:8]([N:16]2[C:24]3[C:19](=[C:20]([NH:25][C:26](=[O:32])[O:27][C:28]([CH3:31])([CH3:30])[CH3:29])[CH:21]=[CH:22][CH:23]=3)[CH:18]=[N:17]2)([CH2:11][C:12]([F:15])([F:14])[F:13])[C:9]#[CH:10])=[CH:4][CH:3]=1>C(O)C.O=[Pt]=O>[Cl:1][C:2]1[CH:7]=[CH:6][C:5]([C:8]([N:16]2[C:24]3[C:19](=[C:20]([NH:25][C:26](=[O:32])[O:27][C:28]([CH3:31])([CH3:30])[CH3:29])[CH:21]=[CH:22][CH:23]=3)[CH:18]=[N:17]2)([CH2:9][CH3:10])[CH2:11][C:12]([F:14])([F:15])[F:13])=[CH:4][CH:3]=1. Procedure details: To a solution of the product of Step D (100 mg, 0.21 mmol) in ethanol (3 mL) was added PtO2 (10 mg, 0.044 mmol) at room temperature under H2 atmosphere for 2 h. The solid was filtered off and filtrate was concentrated in vacuo to obtain the title compound as colorless oil. LC/MS m/z=468.1[M+H]+. The reactants are C(C)I (Ethyl iodide), ClC1=CC=C(C(=O)C2=CC=C(C=C2)CSC)C=C1 (4-chloro-4'-methylmercaptomethylbenzophenone), C(C)(C)[N-]C(C)C.[Li+] (lithium diisopropylamide), CCCCCC.C(CCC)[Li] (n-butyllithium hexane), C(C)(C)NC(C)C (diisopropylamine). Solvent: O1CCCC1 (tetrahydrofuran), O1CCCC1 (tetrahydrofuran). Run at time 30 minute. Product: ClC1=CC=C(C(=O)C2=CC=C(C=C2)C(CC)SC)C=C1 (4-chloro-4'-(1-methylmercaptopropyl)benzophenone). RXN SMILES: [CH:1]([N-]C(C)C)(C)[CH3:2].[Li+].CCCCCC.C([Li])CCC.C(NC(C)C)(C)C.[Cl:27][C:28]1[CH:44]=[CH:43][C:31]([C:32]([C:34]2[CH:39]=[CH:38][C:37]([CH2:40][S:41][CH3:42])=[CH:36][CH:35]=2)=[O:33])=[CH:30][CH:29]=1.C(I)C>O1CCCC1>[Cl:27][C:28]1[CH:44]=[CH:43][C:31]([C:32]([C:34]2[CH:39]=[CH:38][C:37]([CH:40]([S:41][CH3:42])[CH2:1][CH3:2])=[CH:36][CH:35]=2)=[O:33])=[CH:30][CH:29]=1 |f:0.1,2.3|. Procedure: To a tetrahydrofuran solution (30 ml) of lithium diisopropylamide which was prepared from a 1.6 M n-butyllithium hexane solution (12.5 ml) and diisopropylamine (2.1 g), a tetrahydrofuran solution (10 ml) of 4-chloro-4'-methylmercaptomethylbenzophenone (2.8 g) was added at -78° C., and the mixture was stirred for 30 minutes at the same temperature. Ethyl iodide (3.0 g) was subsequently added thereto at -78° C., and the mixture was stirred for 6 hours while restoring the mixture gradually to room ... Starting materials: CCCC[N+](CCCC)(CCCC)CCCC, C1CCOC1, CCOC(C)=O, [F-], CC(C)(C)[Si](C)(C)OC1CCC(n2cc(-c3cnc(N)c4oc(-c5cc(C(F)(F)F)cc(C(F)(F)F)c5)cc34)cn2)CC1. The product is Nc1ncc(-c2cnn(C3CCC(O)CC3)c2)c2cc(-c3cc(C(F)(F)F)cc(C(F)(F)F)c3)oc12. As a reaction SMILES: [CH2:45]([N+:46]([CH2:47][CH2:48][CH2:49][CH3:50])([CH2:51][CH2:52][CH2:53][CH3:54])[CH2:55][CH2:56][CH2:57][CH3:58])[CH2:59][CH2:60][CH3:61].[CH2:62]1[O:63][CH2:64][CH2:65][CH2:66]1.[CH3:67][CH2:68][O:69][C:70]([CH3:71])=[O:72].[F-:44].[F:1][C:2]([c:3]1[cH:4][c:5](-[c:13]2[cH:14][c:15]3[c:16]([c:17]([NH2:40])[n:18][cH:19][c:20]3-[c:21]3[cH:22][n:23][n:24]([CH:26]4[CH2:27][CH2:28][CH:29]([O:32][Si:33]([C:34]([CH3:35])([CH3:36])[CH3:37])([CH3:38])[CH3:39])[CH2:30][CH2:31]4)[cH:25]3)[o:41]2)[cH:6][c:7]([C:9]([F:10])([F:11])[F:12])[cH:8]1)([F:42])[F:43]>>[F:1][C:2]([c:3]1[cH:4][c:5](-[c:13]2[cH:14][c:15]3[c:16]([c:17]([NH2:40])[n:18][cH:19][c:20]3-[c:21]3[cH:22][n:23][n:24]([CH:26]4[CH2:27][CH2:28][CH:29]([OH:32])[CH2:30][CH2:31]4)[cH:25]3)[o:41]2)[cH:6][c:7]([C:9]([F:10])([F:11])[F:12])[cH:8]1)([F:42])[F:43]. The reactants are COc1cc2c(cc1OC)CNCC2, Cc1ccc(-c2oncc2C(=O)Cl)cc1, ClCCl. Yields the product COc1cc2c(cc1OC)CN(C(=O)c1cnoc1-c1ccc(C)cc1)CC2. As a reaction SMILES: [CH3:16][O:17][c:18]1[cH:19][c:20]2[c:25]([cH:26][c:27]1[O:28][CH3:29])[CH2:24][NH:23][CH2:22][CH2:21]2.[CH3:1][c:2]1[cH:3][cH:4][c:5](-[c:8]2[c:9]([C:13](=[O:14])[Cl:15])[cH:10][n:11][o:12]2)[cH:6][cH:7]1.[Cl:30][CH2:31][Cl:32]>>[CH3:1][c:2]1[cH:3][cH:4][c:5](-[c:8]2[c:9]([C:13](=[O:14])[N:23]3[CH2:22][CH2:21][c:20]4[cH:19][c:18]([O:17][CH3:16])[c:27]([O:28][CH3:29])[cH:26][c:25]4[CH2:24]3)[cH:10][n:11][o:12]2)[cH:6][cH:7]1.